This data is from the Open Reaction Database (ORD), a public repository of structured organic reaction records. The task is: describe an organic reaction: reactants, conditions, products, and yield The product is N1=CC=C(C=C1)OC1=CC=C(C=C1)S(=O)(=O)O (4-(pyrid-4-yl)oxybenzenesulfonic acid). The reactants are O(C1=CC=CC=C1)C1=CC=NC=C1 (4-phenoxypyridine), ClS(=O)(=O)O (chlorosulfonic acid), ice, [OH-].[Na+] (sodium hydroxide), [O-]P(=O)([O-])[O-].[K+].[K+].[K+] (Potassium phosphate tribasic), ClS(=O)(=O)O (chlorosulfonic acid), [OH-].[Na+] (sodium hydroxide). The solvent is ClCCCl (1,2-dichloroethane). RXN SMILES: [O:1]([C:8]1[CH:13]=[CH:12][N:11]=[CH:10][CH:9]=1)[C:2]1[CH:7]=[CH:6][CH:5]=[CH:4][CH:3]=1.Cl[S:15]([OH:18])(=[O:17])=[O:16].[O-]P([O-])([O-])=O.[K+].[K+].[K+].[OH-].[Na+]>ClCCCl>[N:11]1[CH:12]=[CH:13][C:8]([O:1][C:2]2[CH:3]=[CH:4][C:5]([S:15]([OH:18])(=[O:17])=[O:16])=[CH:6][CH:7]=2)=[CH:9][CH:10]=1 |f:2.3.4.5,6.7|. Procedure: To a vigorously stirred solution of 1.00 kg (5.85 mol) of 4-phenoxypyridine (Tetrahedron, 1978, 34, 2069-2076) in dry 1,2-dichloroethane (3000 L) at -10° C. under a stream of argon was added chlorosulfonic acid (974 mL) at a rate so as to maintain the reaction temperature below 0° C. After half of the chlorosulfonic acid was added, the exotherm stopped. The cooling bath was removed and the addition of chlorosulfonic acid continued over 3 hours while the reaction solution warmed to room temperatu... Reaction conditions: time 3 hour. The reactants are CN=C=O (methyl isocyanate), CC(C)CCC[C@@H](C)CCC[C@@H](C)CCC\C(\C)=C\CO (phytol). Solvent: C(Cl)Cl (methylene chloride). Yields the product CNC(OC\C=C(/C)\CCC[C@H](C)CCC[C@H](C)CCCC(C)C)=O (phytyl N-methylcarbamate). The yield is 92.3%. As a reaction SMILES: [CH3:1][N:2]=[C:3]=[O:4].[CH3:5][CH:6]([CH2:8][CH2:9][CH2:10][C@H:11]([CH2:13][CH2:14][CH2:15][C@H:16]([CH2:18][CH2:19][CH2:20]/[C:21](=[CH:23]/[CH2:24][OH:25])/[CH3:22])[CH3:17])[CH3:12])[CH3:7]>C(Cl)Cl>[CH3:1][NH:2][C:3](=[O:4])[O:25][CH2:24]/[CH:23]=[C:21](/[CH2:20][CH2:19][CH2:18][C@@H:16]([CH2:15][CH2:14][CH2:13][C@@H:11]([CH2:10][CH2:9][CH2:8][CH:6]([CH3:5])[CH3:7])[CH3:12])[CH3:17])\[CH3:22]. Procedure: 2.0 g of methyl isocyanate was added to a solution of 5.0 g of phytol dissolved in 15 ml of methylene chloride. The resulting mixture was refluxed for 6 hours. After the completion of the reaction, the reaction mixture was concentrated under reduced pressure. The residue obtained was purified by a column chromatography (eluant: benzene) to obtain 5.5 g (yield: 99.2%) of oily phytyl N-methylcarbamate. Starting materials: ClC=1C=C(C=CC1Cl)NC1=NC=NC2=C1C1=C(CNCCC1)S2 (N-(3,4-Dichlorophenyl)-6,7,8,9-tetrahydro-5H-pyrimido[5′,4′:4,5]thieno[2,3-c]azepin-4-amine), Cl.CN(C/C=C/C(=O)O)C(C)C ((2E)-4-[methyl(1-methylethyl)amino]but-2-enoic acid hydrochloride). Product: ClC=1C=C(C=CC1Cl)NC1=NC=NC2=C1C1=C(CN(CCC1)C(\C=C\CN(C(C)C)C)=O)S2 (N-(3,4-Dichlorophenyl)-8-{(2E)-4-[methyl(1-methylethyl)amino]but-2-enoyl}-6,7,8,9-tetrahydro-5H-pyrimido[5′,4′:4,5]thieno[2,3-c]azepin-4-amine). Reaction SMILES: [Cl:1][C:2]1[CH:3]=[C:4]([NH:9][C:10]2[C:15]3[C:16]4[CH2:22][CH2:21][CH2:20][NH:19][CH2:18][C:17]=4[S:23][C:14]=3[N:13]=[CH:12][N:11]=2)[CH:5]=[CH:6][C:7]=1[Cl:8].Cl.[CH3:25][N:26]([CH:33]([CH3:35])[CH3:34])[CH2:27]/[CH:28]=[CH:29]/[C:30](O)=[O:31]>>[Cl:1][C:2]1[CH:3]=[C:4]([NH:9][C:10]2[C:15]3[C:16]4[CH2:22][CH2:21][CH2:20][N:19]([C:30](=[O:31])/[CH:29]=[CH:28]/[CH2:27][N:26]([CH3:25])[CH:33]([CH3:35])[CH3:34])[CH2:18][C:17]=4[S:23][C:14]=3[N:13]=[CH:12][N:11]=2)[CH:5]=[CH:6][C:7]=1[Cl:8] |f:1.2|. Procedure details: The title compound was synthesized in analogy to Example 89 from N-(3,4-dichlorophenyl)-6,7,8,9-tetrahydro-5H-pyrimido[5′,4′:4,5]thieno[2,3-c]azepin-4-amine from Example 82A (100 mg, 0.27 mmol) and (2E)-4-[methyl(1-methylethyl)amino]but-2-enoic acid hydrochloride from Example 2A (74 mg, 0.38 mmol) to yield 71 mg (50%). Reactants: C(C)OC(=O)[C@H]1CC[C@H]2N1C([C@H](NC2=O)CC2=CNC1=CC=CC=C21)=O ((3R,6R,8aR)-3-(1H-Indol-3-ylmethyl)-1,4-dioxo-octahydro-pyrrolo[1,2-a]pyrazine-6-carboxylic acid ethyl ester), [H-].[Al+3].[Li+].[H-].[H-].[H-] (lithium aluminium hydride), C(C)(C)N(CC)C(C)C (diisopropylethylamine), FC(C=1C=C(C(=O)Cl)C=C(C1)C(F)(F)F)(F)F (3,5-bis(trifluoromethyl)benzoyl chloride), [OH-].[Na+] (sodium hydroxide). The solvent is C1CCOC1 (THF), C1CCOC1 (THF), O (water), C1CCOC1 (THF), C(C)(=O)OCC (Ethyl acetate). Run at time 2 hour. Yields the product FC(C=1C=C(C=C(C1)C(F)(F)F)C(=O)N1C[C@@H]2N(C[C@H]1CC1=CNC3=CC=CC=C13)[C@H](CC2)CO)(F)F (3,5-bis(trifluoromethyl)phenyl-[(3R,6R,8aR)-6-hydroxymethyl-3-(1H-indol-3-ylmethyl)-hexahydropyrrolo[1,2-a]pyrazin-2-yl]-methanone). Reaction SMILES: [H-].[Al+3].[Li+].[H-].[H-].[H-].C(O[C:10]([C@@H:12]1[N:16]2[C:17](=O)[C@@H:18]([CH2:22][C:23]3[C:31]4[C:26](=[CH:27][CH:28]=[CH:29][CH:30]=4)[NH:25][CH:24]=3)[NH:19][C:20](=O)[C@H:15]2[CH2:14][CH2:13]1)=[O:11])C.[OH-].[Na+].C(N(C(C)C)CC)(C)C.[F:44][C:45]([F:60])([F:59])[C:46]1[CH:47]=[C:48]([CH:52]=[C:53]([C:55]([F:58])([F:57])[F:56])[CH:54]=1)[C:49](Cl)=[O:50]>C1COCC1.C(OCC)(=O)C.O>[F:44][C:45]([F:59])([F:60])[C:46]1[CH:47]=[C:48]([C:49]([N:19]2[C@H:18]([CH2:22][C:23]3[C:31]4[C:26](=[CH:27][CH:28]=[CH:29][CH:30]=4)[NH:25][CH:24]=3)[CH2:17][N:16]3[C@@H:12]([CH2:10][OH:11])[CH2:13][CH2:14][C@@H:15]3[CH2:20]2)=[O:50])[CH:52]=[C:53]([C:55]([F:56])([F:57])[F:58])[CH:54]=1 |f:0.1.2.3.4.5,7.8|. Procedure: To a suspension of lithium aluminium hydride (1.2 g) in THF (50 mL) was added a solution of (3R,6R,8aR)-3-(1H-Indol-3-ylmethyl)-1,4-dioxo-octahydro-pyrrolo[1,2-a]pyrazine-6-carboxylic acid ethyl ester (1.75 g) in THF (50 mL). The resulting mixture was heated under reflux for 3 hours, then a mixture of water (3 mL) and THF (30 mL) was added drop-wise followed by 50% sodium hydroxide (aq, 0.5 mL), and heating under reflux was continued for 2 hours. After cooling to room temperature diisopropylethy... The reactants are C(C)(C)(C)OC(=O)N1C(CC(C1)OC(F)F)C=1NC(=CN1)C1=CC=C(C=C1)Br (5-(4-Bromo-phenyl)-1H-imidazol-2-yl-4-difluoromethoxy-pyrrolidine-1-carboxylic acid tert-butyl ester), C(C)(C)(C)OC(=O)N1C(CC(C1)O)C=1NC(=CN1)C1=CC=C(C=C1)Br (2-[5-(4-Bromo-phenyl)-1H-imidazol-2-yl]-4-hydroxy-pyrrolidine-1-carboxylic acid tert-butyl ester), C(C)(C)(C)OC(=O)N1C(CC(C1)O)C(=O)OCC(=O)C1=CC=C(C=C1)Br (4-Hydroxy-pyrrolidine-1,2-dicarboxylic acid 2-[2-(4-bromo-phenyl)-2-oxo-ethyl]ester 1-tert-butyl ester). The product is C(C)(C)(C)OC(=O)N1C(CC(C1)OC(F)F)C(=O)OCC(=O)C1=CC=C(C=C1)Br (4-Difluoromethoxy-pyrrolidine-1,2-dicarboxylic acid 2-[2-(4-bromo-phenyl)-2-oxo-ethyl]ester 1-tert-butyl ester). As a reaction SMILES: C(OC(N1CC(O[CH:14]([F:16])[F:15])CC1C1NC(C2C=CC(Br)=CC=2)=CN=1)=O)(C)(C)C.C(OC(N1CC(O)CC1C1NC(C2C=CC(Br)=CC=2)=CN=1)=O)(C)(C)C.[C:54]([O:58][C:59]([N:61]1[CH2:65][CH:64]([OH:66])[CH2:63][CH:62]1[C:67]([O:69][CH2:70][C:71]([C:73]1[CH:78]=[CH:77][C:76]([Br:79])=[CH:75][CH:74]=1)=[O:72])=[O:68])=[O:60])([CH3:57])([CH3:56])[CH3:55]>>[C:54]([O:58][C:59]([N:61]1[CH2:65][CH:64]([O:66][CH:14]([F:16])[F:15])[CH2:63][CH:62]1[C:67]([O:69][CH2:70][C:71]([C:73]1[CH:78]=[CH:77][C:76]([Br:79])=[CH:75][CH:74]=1)=[O:72])=[O:68])=[O:60])([CH3:57])([CH3:55])[CH3:56]. Procedure details: 2-[5-(4-Bromo-phenyl)-1H-imidazol-2-yl-4-difluoromethoxy-pyrrolidine-1-carboxylic acid tert-butyl ester: Title compound was prepared according to the method employed to prepare 2-[5-(4-Bromo-phenyl)-1H-imidazol-2-yl]-4-hydroxy-pyrrolidine-1-carboxylic acid tert-butyl ester (Example 1), substituting 4-Difluoromethoxy-pyrrolidine-1,2-dicarboxylic acid 2-[2-(4-bromo-phenyl)-2-oxo-ethyl]ester 1-tert-butyl ester (305 mg) for 4-Hydroxy-pyrrolidine-1,2-dicarboxylic acid 2-[2-(4-bromo-phenyl)-2-oxo-ethy...